Dataset: the Open Reaction Database (ORD), a public repository of structured organic reaction records. Task: describe an organic reaction: reactants, conditions, products, and yield The reactants are BrC1=CC=C(C=N1)C(=O)N1CCN(CC1)C1=NC=C(C=C1C)C ((6-bromopyridin-3-yl)[4-(3,5-dimethylpyridin-2-yl)piperazin-1-yl]methanone), S1(NCC1)(=O)=O ([1,2]thiazetidine 1,1-dioxide). Product: CC=1C(=NC=C(C1)C)N1CCN(CC1)C(=O)C=1C=NC(=CC1)N1S(CC1)(=O)=O ([4-(3,5-dimethylpyridin-2-yl)piperazin-1-yl][6-(1,1-dioxo-1λ6-[1,2]thiazetidin-2-yl)pyridin-3-yl]methanone). Yield: 3.5%. As a reaction SMILES: Br[C:2]1[N:7]=[CH:6][C:5]([C:8]([N:10]2[CH2:15][CH2:14][N:13]([C:16]3[C:21]([CH3:22])=[CH:20][C:19]([CH3:23])=[CH:18][N:17]=3)[CH2:12][CH2:11]2)=[O:9])=[CH:4][CH:3]=1.[S:24]1(=[O:29])(=[O:28])[CH2:27][CH2:26][NH:25]1>>[CH3:22][C:21]1[C:16]([N:13]2[CH2:14][CH2:15][N:10]([C:8]([C:5]3[CH:6]=[N:7][C:2]([N:25]4[CH2:26][CH2:27][S:24]4(=[O:29])=[O:28])=[CH:3][CH:4]=3)=[O:9])[CH2:11][CH2:12]2)=[N:17][CH:18]=[C:19]([CH3:23])[CH:20]=1. Procedure: Using (6-bromopyridin-3-yl)[4-(3,5-dimethylpyridin-2-yl)piperazin-1-yl]methanone (188 mg) described in Preparation Example 127 and [1,2]thiazetidine 1,1-dioxide (54 mg) and by the reaction and treatment in the same manner as in Example 536, the title compound (7 mg) was obtained. Reactants: COc1cccc(Br)c1, O=C1C=CCCC1, Cl, [Cu]Br, I, [Mg], C1CCOC1. The product is COc1cccc(C2CCCC(=O)C2)c1. RXN SMILES: [Br:2][c:3]1[cH:4][c:5]([O:9][CH3:10])[cH:6][cH:7][cH:8]1.[C:12]1(=[O:18])[CH:13]=[CH:14][CH2:15][CH2:16][CH2:17]1.[ClH:19].[Cu:25][Br:26].[I:11].[Mg:1].[O:20]1[CH2:21][CH2:22][CH2:23][CH2:24]1>>[c:3]1([CH:14]2[CH2:13][C:12](=[O:18])[CH2:17][CH2:16][CH2:15]2)[cH:4][c:5]([O:9][CH3:10])[cH:6][cH:7][cH:8]1. Starting materials: N(N)C1=NC=CC=C1 (2-hydrazinopyridine), acetoacetic ester, O (water). Run in C(C)(=O)O (acetic acid). The product is CC=1CC(N(N1)C1=NC=CC=C1)=O (5-methyl-2-(2-pyridinyl)-2,4-dihydro-3H-pyrazol-3-one). Reaction SMILES: [NH:1]([C:3]1[CH:8]=[CH:7][CH:6]=[CH:5][N:4]=1)[NH2:2].[OH2:9]>C(O)(=O)C>[CH3:5][C:6]1[CH2:7][C:8](=[O:9])[N:1]([C:3]2[CH:8]=[CH:7][CH:6]=[CH:5][N:4]=2)[N:2]=1. Procedure: 0.5 g (4.44 mmol) of 2-hydrazinopyridine and 0.58 g (4.44 mmol) of acetoacetic ester are stirred in 15 ml of glacial acetic acid for 2 hours at 90° C. The mixture is then diluted with water and the precipitated crystals are filtered off with suction, washed again with water and dried under reduced pressure. Starting materials: CCCCB(CCCC)CCCC, C1CCOC1, CC(=O)[O-], CS(=O)(=O)c1ccc(C2=C(c3ccc(F)cc3)CC3(CC3)C2)cc1, [Li]C, NOS(=O)(=O)O, [Na+], O. Product: NS(=O)(=O)c1ccc(C2=C(c3ccc(F)cc3)CC3(CC3)C2)cc1. As a reaction SMILES: [CH2:27]([B:28]([CH2:29][CH2:30][CH2:31][CH3:32])[CH2:33][CH2:34][CH2:35][CH3:36])[CH2:37][CH2:38][CH3:39].[CH2:51]1[O:52][CH2:53][CH2:54][CH2:55]1.[CH3:41][C:42](=[O:43])[O-:44].[F:1][c:2]1[cH:3][cH:4][c:5]([C:8]2=[C:14]([c:15]3[cH:16][cH:17][c:18]([S:21](=[O:22])(=[O:23])[CH3:24])[cH:19][cH:20]3)[CH2:13][C:10]3([CH2:9]2)[CH2:11][CH2:12]3)[cH:6][cH:7]1.[Li:25][CH3:26].[NH2:45][O:46][S:47]([OH:48])(=[O:49])=[O:50].[Na+:40].[OH2:56]>>[F:1][c:2]1[cH:3][cH:4][c:5]([C:8]2=[C:14]([c:15]3[cH:16][cH:17][c:18]([S:21](=[O:22])(=[O:23])[NH2:45])[cH:19][cH:20]3)[CH2:13][C:10]3([CH2:9]2)[CH2:11][CH2:12]3)[cH:6][cH:7]1. The product is C(#N)C[C@H](CC(=O)O)O ((R)-4-cyano-3-hydroxybutyric acid). Procedure details: The reaction mixture containing (R)-4-cyano-3-hydroxy butyric acid sodium salt was acidified to pH 1 with concentrated sulfuric acid. The reaction mixture was condensed, dissolved in ethanol and filtered. The filtrate was concentrated to give (R)-4-cyano-3-hydroxybutyric acid which was used for esterification without further purification. The reactants are [Na+].C(#N)C[C@H](CC(=O)[O-])O ((R)-4-cyano-3-hydroxy butyric acid sodium salt), S(O)(O)(=O)=O (sulfuric acid). The solvent is C(C)O (ethanol). RXN SMILES: [Na+].[C:2]([CH2:4][C@@H:5]([OH:10])[CH2:6][C:7]([O-:9])=[O:8])#[N:3].S(=O)(=O)(O)O>C(O)C>[C:2]([CH2:4][C@@H:5]([OH:10])[CH2:6][C:7]([OH:9])=[O:8])#[N:3] |f:0.1|. The reactants are C(C1=CC=CC=C1)OC(=O)N1C(OC([C@@H]1CC(C)C)C(CN1CCOCC1)O)(C)C ((4S,5RS)-3-benzyloxycarbonyl-2,2-dimethyl-5-[(1RS)-1-hydroxy-2-morpholinoethyl]-4-isobutyloxazolidine). Reagents/catalysts: [Pd] (palladium black). Solvent: C(C)O (ethanol). Product: N[C@H](C(C(CN1CCOCC1)O)O)CC(C)C ((2RS,3RS,4S)-4-amino-6-methyl-1-morpholino-2,3-heptanediol). Isolated yield 73.1%. Reaction SMILES: C(OC([N:11]1[C@@H:15]([CH2:16][CH:17]([CH3:19])[CH3:18])[CH:14]([CH:20]([OH:28])[CH2:21][N:22]2[CH2:27][CH2:26][O:25][CH2:24][CH2:23]2)[O:13]C1(C)C)=O)C1C=CC=CC=1>C(O)C.[Pd]>[NH2:11][C@@H:15]([CH2:16][CH:17]([CH3:19])[CH3:18])[CH:14]([OH:13])[CH:20]([OH:28])[CH2:21][N:22]1[CH2:23][CH2:24][O:25][CH2:26][CH2:27]1. Procedure details: 53.7 mg of (4S,5RS)-3-benzyloxycarbonyl-2,2-dimethyl-5-[(1RS)-1-hydroxy-2-morpholinoethyl]-4-isobutyloxazolidine was dissolved in 0.8 ml of ethanol, and palladium black was added thereto. Then, hydrogenation was conducted at room temperature at atmospheric pressure. The catalyst was removed by filtration, and the solvent was distilled off to obtain 23 mg of (2RS,3RS,4S)-4-amino-6-methyl-1-morpholino-2,3-heptanediol as colorless oily substance. The product is ClC1=C(C=C(C=C1)C1=NC(=NC(=C1)C(F)(F)F)C1=NC(=NO1)C=1C=C(C=CC1)S(=O)(=O)N)C (3-{5-[4-(4-Chloro-3-methyl-phenyl)-6-trifluoromethyl-pyrimidin-2-yl]-[1,2,4]oxadiazol-3-yl}-benzenesulfonamide), solid. Yield: 19.0%. The reactants are ONC(C1=CC(=CC=C1)S(N)(=O)=O)=N (N-hydroxy-3-sulfamoyl-benzamidine), ClC1=C(C=C(C=C1)C1=NC(=NC(=C1)C(F)(F)F)C(=O)O)C (4-(4-chloro-3-methyl-phenyl)-6-trifluoromethyl-pyrimidine-2-carboxylic acid). Reaction SMILES: [OH:1][NH:2][C:3](=[NH:14])[C:4]1[CH:9]=[CH:8][CH:7]=[C:6]([S:10](=[O:13])(=[O:12])[NH2:11])[CH:5]=1.[Cl:15][C:16]1[CH:21]=[CH:20][C:19]([C:22]2[CH:27]=[C:26]([C:28]([F:31])([F:30])[F:29])[N:25]=[C:24]([C:32](O)=O)[N:23]=2)=[CH:18][C:17]=1[CH3:35]>>[Cl:15][C:16]1[CH:21]=[CH:20][C:19]([C:22]2[CH:27]=[C:26]([C:28]([F:30])([F:29])[F:31])[N:25]=[C:24]([C:32]3[O:1][N:2]=[C:3]([C:4]4[CH:5]=[C:6]([S:10]([NH2:11])(=[O:12])=[O:13])[CH:7]=[CH:8][CH:9]=4)[N:14]=3)[N:23]=2)=[CH:18][C:17]=1[CH3:35]. Reported procedure: The title compound was prepared from N-hydroxy-3-sulfamoyl-benzamidine [CAS-No. 9000-88-7] (0.16 g, 0.74 mmol) and 4-(4-chloro-3-methyl-phenyl)-6-trifluoromethyl-pyrimidine-2-carboxylic acid (example D.7) (0.16 g, 0.50 mmol) according to the general procedure V. Obtained as a white solid (0.046 g, 19%). MS (ISP) 496.2 [(M+H)+]; mp 246° C. The reactants are CCC12CCCN1c1nc(-n3ccnc3-c3cccc(Br)c3)ncc1N(C)C2=O, O=C([O-])[O-], COCCOC, ClCCl, [Na+], [Na+], O, c1ccc(P(c2ccccc2)(c2ccccc2)[Pd](P(c2ccccc2)(c2ccccc2)c2ccccc2)(P(c2ccccc2)(c2ccccc2)c2ccccc2)P(c2ccccc2)(c2ccccc2)c2ccccc2)cc1, OB(O)c1cccnc1. Yields the product CCC12CCCN1c1nc(-n3ccnc3-c3cccc(-c4cccnc4)c3)ncc1N(C)C2=O. RXN SMILES: [Br:1][c:2]1[cH:3][c:4](-[c:8]2[n:9](-[c:13]3[n:14][c:15]4[c:20]([cH:21][n:22]3)[N:19]([CH3:23])[C:18](=[O:24])[C:17]3([CH2:28][CH3:29])[N:16]4[CH2:27][CH2:26][CH2:25]3)[cH:10][cH:11][n:12]2)[cH:5][cH:6][cH:7]1.[C:39](=[O:40])([O-:41])[O-:42].[CH3:45][O:46][CH2:47][CH2:48][O:49][CH3:50].[Cl:52][CH2:53][Cl:54].[Na+:43].[Na+:44].[OH2:51].[cH:55]1[cH:56][cH:57][c:58]([P:59]([Pd:60]([P:61]([c:62]2[cH:63][cH:64][cH:65][cH:66][cH:67]2)([c:68]2[cH:69][cH:70][cH:71][cH:72][cH:73]2)[c:74]2[cH:75][cH:76][cH:77][cH:78][cH:79]2)([P:80]([c:81]2[cH:82][cH:83][cH:84][cH:85][cH:86]2)([c:87]2[cH:88][cH:89][cH:90][cH:91][cH:92]2)[c:93]2[cH:94][cH:95][cH:96][cH:97][cH:98]2)[P:99]([c:100]2[cH:101][cH:102][cH:103][cH:104][cH:105]2)([c:106]2[cH:107][cH:108][cH:109][cH:110][cH:111]2)[c:112]2[cH:113][cH:114][cH:115][cH:116][cH:117]2)([c:118]2[cH:119][cH:120][cH:121][cH:122][cH:123]2)[c:124]2[cH:125][cH:126][cH:127][cH:128][cH:129]2)[cH:130][cH:131]1.[n:30]1[cH:31][c:32]([B:36]([OH:37])[OH:38])[cH:33][cH:34][cH:35]1>>[c:2]1(-[c:32]2[cH:31][n:30][cH:35][cH:34][cH:33]2)[cH:3][c:4](-[c:8]2[n:9](-[c:13]3[n:14][c:15]4[c:20]([cH:21][n:22]3)[N:19]([CH3:23])[C:18](=[O:24])[C:17]3([CH2:28][CH3:29])[N:16]4[CH2:27][CH2:26][CH2:25]3)[cH:10][cH:11][n:12]2)[cH:5][cH:6][cH:7]1.